describe an organic reaction: reactants, conditions, products, and yield From a dataset of the Open Reaction Database (ORD), a public repository of structured organic reaction records. The reactants are CC1=C(C=CC(=C1)C)N1CCN(CC1)C(=O)C1=C(C=C(C=C1)N1C(OC[C@H]1CO)=O)N1S(CCC1)(=O)=O ((R)-3-{4-[4-(2,4-dimethylphenyl)piperazine-1-carbonyl]-3-(1,1-dioxoisothiazolidin-2-yl)phenyl}-4-hydroxymethyloxazolidin-2-one), CI (methyl iodide). The product is CC1=C(C=CC(=C1)C)N1CCN(CC1)C(=O)C1=C(C=C(C=C1)N1C(OC[C@H]1COC)=O)N1S(CCC1)(=O)=O ((R)-3-{4-[4-(2,4-dimethylphenyl)piperazine-1-carbonyl]-3-(1,1-dioxoisothiazolidin-2-yl)phenyl}-4-methoxymethyloxazolidin-2-one). Yield: 69.2%. RXN SMILES: [CH3:1][C:2]1[CH:7]=[C:6]([CH3:8])[CH:5]=[CH:4][C:3]=1[N:9]1[CH2:14][CH2:13][N:12]([C:15]([C:17]2[CH:22]=[CH:21][C:20]([N:23]3[C@H:27]([CH2:28][OH:29])[CH2:26][O:25][C:24]3=[O:30])=[CH:19][C:18]=2[N:31]2[CH2:35][CH2:34][CH2:33][S:32]2(=[O:37])=[O:36])=[O:16])[CH2:11][CH2:10]1.[CH3:38]I>>[CH3:1][C:2]1[CH:7]=[C:6]([CH3:8])[CH:5]=[CH:4][C:3]=1[N:9]1[CH2:10][CH2:11][N:12]([C:15]([C:17]2[CH:22]=[CH:21][C:20]([N:23]3[C@H:27]([CH2:28][O:29][CH3:38])[CH2:26][O:25][C:24]3=[O:30])=[CH:19][C:18]=2[N:31]2[CH2:35][CH2:34][CH2:33][S:32]2(=[O:36])=[O:37])=[O:16])[CH2:13][CH2:14]1. Procedure: By reaction and treatment in the same manner as in Preparation Example 93 and using (R)-3-{4-[4-(2,4-dimethylphenyl)piperazine-1-carbonyl]-3-(1,1-dioxoisothiazolidin-2-yl)phenyl}-4-hydroxymethyloxazolidin-2-one (687 mg) described in Example 332 and methyl iodide (221 mg), the title compound (488 mg) was obtained. The reactants are CCOC(=O)c1cn(-c2cccc(-c3cnc(OC)nc3OC)c2)cn1, CCO, [K+], [OH-]. Yields the product COc1ncc(-c2cccc(-n3cnc(C(=O)O)c3)c2)c(OC)n1. RXN SMILES: [CH2:1]([CH3:2])[O:3][C:4](=[O:5])[c:6]1[n:7][cH:8][n:9](-[c:11]2[cH:12][c:13](-[c:17]3[c:18]([O:25][CH3:26])[n:19][c:20]([O:23][CH3:24])[n:21][cH:22]3)[cH:14][cH:15][cH:16]2)[cH:10]1.[CH3:29][CH2:30][OH:31].[K+:28].[OH-:27]>>[O:3]=[C:4]([OH:5])[c:6]1[n:7][cH:8][n:9](-[c:11]2[cH:12][c:13](-[c:17]3[c:18]([O:25][CH3:26])[n:19][c:20]([O:23][CH3:24])[n:21][cH:22]3)[cH:14][cH:15][cH:16]2)[cH:10]1.